Dataset: the Open Reaction Database (ORD), a public repository of structured organic reaction records. Task: describe an organic reaction: reactants, conditions, products, and yield The reactants are FC(C1=CC=C(C=C1)OC=CC)(F)F (propenyl 4-trifluoromethylphenyl ether), OCC(CO)(CO)CO (pentaerythritol), C(Cl)(Cl)(Cl)Cl (carbon tetrachloride). The reagents and catalysts are C1(=CC=C(C=C1)S(=O)(=O)O)C (p-toluenesulphonic acid). Reaction conditions: time 2 hour. Yields the product ClC1=C(C=CC(=C1)C(F)(F)F)O (2chloro-4-trifluoromethylphenol). Reaction SMILES: [F:1][C:2]([F:14])([F:13])[C:3]1[CH:8]=[CH:7][C:6]([O:9]C=CC)=[CH:5][CH:4]=1.OCC(CO)(CO)CO.C(Cl)(Cl)(Cl)[Cl:25]>C1(C)C=CC(S(O)(=O)=O)=CC=1>[Cl:25][C:7]1[CH:8]=[C:3]([C:2]([F:14])([F:13])[F:1])[CH:4]=[CH:5][C:6]=1[OH:9]. Procedure: A mixture of 0.5 mol of propenyl 4-trifluoromethylphenyl ether, 0.25 mol of pentaerythritol and 5 g of p-toluenesulphonic acid in 500 ml of carbon tetrachloride was stirred and refluxed under nitrogen for 40 minutes. The resulting solution was washed with 250 ml of water, and then dried by azeotroping 150 ml solvent in vacuo. After addition of 150 ml of fresh carbon tetrachloride, chlorine was passed into the solution for 2 hours, after which the solution was washed with 250 ml of water and the ... Starting materials: CC(C)(C)C(=O)O, C=S1C2C(=O)C(=O)N2C(C(=O)O)C1(C)C, O=C(C=P(c1ccccc1)(c1ccccc1)c1ccccc1)CS(=O)(=O)c1ccccc1, c1ccccc1. The product is CC(C)(C)C(=O)O, C=S1C2C(=CC(=O)CS(=O)(=O)c3ccccc3)C(=O)N2C(C(=O)O)C1(C)C. Reaction SMILES: [C:1]([C:2]([CH3:3])([CH3:4])[CH3:5])(=[O:6])[OH:7].[CH2:8]=[S:9]1[C:10]([CH3:21])([CH3:22])[CH:11]([C:18](=[O:19])[OH:20])[N:12]2[C:13](=[O:17])[C:14](=[O:16])[CH:15]12.[c:23]1([S:29](=[O:30])(=[O:31])[CH2:32][C:33](=[O:34])[CH:35]=[P:36]([c:37]2[cH:38][cH:39][cH:40][cH:41][cH:42]2)([c:43]2[cH:44][cH:45][cH:46][cH:47][cH:48]2)[c:49]2[cH:50][cH:51][cH:52][cH:53][cH:54]2)[cH:24][cH:25][cH:26][cH:27][cH:28]1.[cH:55]1[cH:56][cH:57][cH:58][cH:59][cH:60]1>>[C:1]([C:2]([CH3:3])([CH3:4])[CH3:5])(=[O:6])[OH:7].[CH2:8]=[S:9]1[C:10]([CH3:21])([CH3:22])[CH:11]([C:18](=[O:19])[OH:20])[N:12]2[C:13](=[O:17])[C:14](=[CH:35][C:33]([CH2:32][S:29]([c:23]3[cH:24][cH:25][cH:26][cH:27][cH:28]3)(=[O:30])=[O:31])=[O:34])[CH:15]12. The reactants are C=1C=CC2=C(C1)N=NN2O (HOBT), CCN=C=NCCCN(C)C.Cl (EDC.HCl), C(=O)(OC(C)(C)C)N[C@@H](CCSC)C(=O)O (Boc-L-methionine), C(C1=CC=CC=C1)NCC(=O)OCC (ethyl N-benzylglycinate). Solvent: CN(C=O)C (dimethylformamide). Conditions: temperature 20 celsius, time 2 hour. Yields the product C(C1=CC=CC=C1)N1C([C@@H](NC(C1)=O)CCSC)=O (1-Benzyl-3(S)-(2-methylthioethyl)piperazine-2,5-dione), solid. RXN SMILES: [C:1]([NH:8][C@H:9]([C:14]([OH:16])=O)[CH2:10][CH2:11][S:12][CH3:13])([O:3]C(C)(C)C)=O.[CH2:17]([NH:24][CH2:25]C(OCC)=O)[C:18]1[CH:23]=[CH:22][CH:21]=[CH:20][CH:19]=1.C1C=CC2N(O)N=NC=2C=1.CCN=C=NCCCN(C)C.Cl>CN(C)C=O>[CH2:17]([N:24]1[CH2:25][C:1](=[O:3])[NH:8][C@@H:9]([CH2:10][CH2:11][S:12][CH3:13])[C:14]1=[O:16])[C:18]1[CH:23]=[CH:22][CH:21]=[CH:20][CH:19]=1 |f:3.4|. Procedure details: The title compound was prepared according to the procedure described in Example 2, Step A, except using Boc-L-methionine (10.0 g, 40.0 mmol), ethyl N-benzylglycinate (7.75 g, 40.0 mmol), HOBT (5.41 g, 40.0 mmol) and EDC.HCl (7.68 g, 40.00 mmol) in dimethylformamide. Upon completion of the reaction, the dimethylformamide was removed in vacuo and the crude product partitioned between ethyl acetate and water. The organic phase was washed with water and saturated sodium chloride solution, then dried... As a reaction SMILES: [CH2:1]([C:3]1[CH:8]=[CH:7][C:6]([C:9]2[O:10][C:11]3[CH:17]=[CH:16][CH:15]=[CH:14][C:12]=3[N:13]=2)=[CH:5][CH:4]=1)[CH3:2].[Br:18]N1C(=O)CCC1=O.C(OOC(=O)C1C=CC=CC=1)(=O)C1C=CC=CC=1>C(Cl)(Cl)(Cl)Cl>[Br:18][CH:1]([C:3]1[CH:8]=[CH:7][C:6]([C:9]2[O:10][C:11]3[CH:17]=[CH:16][CH:15]=[CH:14][C:12]=3[N:13]=2)=[CH:5][CH:4]=1)[CH3:2]. Reported procedure: To a solution of 7.1 gm. of 2-(4-ethylphenyl) benzoxazole in 125 cc. of carbon tetrachloride is added 6.2 gm. of N-bromosuccinimide and 50 mg. of benzoyl peroxide. The mixture is refluxed for about one half hour at which time the N-bromosuccinimide was consumed. Filtration followed by concentration of the filtrate gives 2-(4-[1-bromoethyl]phenyl)benzoxazole, m.p. 128°-131°C. Yields the product BrC(C)C1=CC=C(C=C1)C=1OC2=C(N1)C=CC=C2 (2-(4-[1-bromoethyl]phenyl)benzoxazole). Reactants: C(C)C1=CC=C(C=C1)C=1OC2=C(N1)C=CC=C2 (2-(4-ethylphenyl) benzoxazole), BrN1C(CCC1=O)=O (N-bromosuccinimide), BrN1C(CCC1=O)=O (N-bromosuccinimide), C(C1=CC=CC=C1)(=O)OOC(C1=CC=CC=C1)=O (benzoyl peroxide). Solvent: C(Cl)(Cl)(Cl)Cl (carbon tetrachloride).